This data is from the Open Reaction Database (ORD), a public repository of structured organic reaction records. The task is: describe an organic reaction: reactants, conditions, products, and yield Reactants: CC(C)c1ccccc1OCCC(=O)OC(C)(C)C, ClCCl, O=C(O)C(F)(F)F. Product: CC(C)c1ccccc1OCCC(=O)O. Reaction SMILES: [CH:1]([CH3:2])([CH3:3])[c:4]1[c:5]([O:6][CH2:7][CH2:8][C:9](=[O:10])[O:11][C:12]([CH3:13])([CH3:14])[CH3:15])[cH:16][cH:17][cH:18][cH:19]1.[Cl:27][CH2:28][Cl:29].[OH:20][C:21]([C:22]([F:23])([F:24])[F:25])=[O:26]>>[CH:1]([CH3:2])([CH3:3])[c:4]1[c:5]([O:6][CH2:7][CH2:8][C:9](=[O:10])[OH:11])[cH:16][cH:17][cH:18][cH:19]1. Reactants: [H-].[Na+] (sodium hydride), [H-].[Na+] (Sodium hydride), BrC1=C(C=C(N)C=C1)C(F)(F)F (4-bromo-3-trifluoromethylaniline), BrCCCCC (1-bromopentane). The solvent is CN(C=O)C (dimethylformamide). Conditions: temperature 50 celsius, time 8 hour. Yields the product C(CCCC)N(C1=CC(=C(C=C1)Br)C(F)(F)F)CCCCC (N,N-Dipentyl-4-bromo-3-trifluoromethylaniline). The yield is 93.0%. As a reaction SMILES: [H-].[Na+].[Br:3][C:4]1[CH:10]=[CH:9][C:7]([NH2:8])=[CH:6][C:5]=1[C:11]([F:14])([F:13])[F:12].Br[CH2:16][CH2:17][CH2:18][CH2:19][CH3:20]>CN(C)C=O>[CH2:16]([N:8]([CH2:6][CH2:5][CH2:4][CH2:10][CH3:9])[C:7]1[CH:9]=[CH:10][C:4]([Br:3])=[C:5]([C:11]([F:12])([F:13])[F:14])[CH:6]=1)[CH2:17][CH2:18][CH2:19][CH3:20] |f:0.1|. Procedure details: Sodium hydride (480 mg, 1.5 eq.) was added to a solution of 4-bromo-3-trifluoromethylaniline (1.92 g, 5 mmol) and 1-bromopentane (3 mL, 3 eq.) in dimethylformamide (10 mL) at 0° C. After 1 hour a further (320 mg, 1 eq.) of sodium hydride was added and the reaction was left overnight. The reaction was heated to 50° C. and left overnight. The reaction was quenched with methanol and partitioned between water and petroleum ether. The organic extract was concentrated under reduced pressure and the re... The reactants are CC1(C)C(=O)N(Br)C(=O)N1Br, OC(CCl)(Cc1ccccc1Cl)c1ccc(F)cc1, ClC(Cl)(Cl)Cl. Product: OC(CCl)(c1ccc(F)cc1)C(Br)c1ccccc1Cl. Reaction SMILES: [Br:20][N:21]1[C:22]([CH3:23])([CH3:24])[C:25](=[O:26])[N:27]([Br:28])[C:29]1=[O:30].[Cl:1][CH2:2][C:3]([CH2:4][c:5]1[c:6]([Cl:11])[cH:7][cH:8][cH:9][cH:10]1)([OH:12])[c:13]1[cH:14][cH:15][c:16]([F:19])[cH:17][cH:18]1.[Cl:31][C:32]([Cl:33])([Cl:34])[Cl:35]>>[Cl:1][CH2:2][C:3]([CH:4]([c:5]1[c:6]([Cl:11])[cH:7][cH:8][cH:9][cH:10]1)[Br:20])([OH:12])[c:13]1[cH:14][cH:15][c:16]([F:19])[cH:17][cH:18]1. The reactants are ClCCl, O=C(OC(=O)C(F)(F)F)C(F)(F)F, O=C(O)c1ccccc1COc1ccccc1. Product: O=C1c2ccccc2COc2ccccc21. Reaction SMILES: [Cl:31][CH2:32][Cl:33].[F:18][C:19]([F:20])([F:21])[C:22]([O:23][C:24](=[O:25])[C:26]([F:27])([F:28])[F:29])=[O:30].[O:1]([c:2]1[cH:3][cH:4][cH:5][cH:6][cH:7]1)[CH2:8][c:9]1[c:10]([C:11](=[O:12])[OH:13])[cH:14][cH:15][cH:16][cH:17]1>>[O:1]1[c:2]2[c:3]([cH:4][cH:5][cH:6][cH:7]2)[C:11](=[O:13])[c:10]2[c:9]([cH:17][cH:16][cH:15][cH:14]2)[CH2:8]1. The reactants are [N-]=[N+]=NCCc1cc2ccccc2cn1, C1CCOC1, O, c1ccc(P(c2ccccc2)c2ccccc2)cc1. The product is NCCc1cc2ccccc2cn1. As a reaction SMILES: [N:1](=[N+:2]=[N-:3])[CH2:4][CH2:5][c:6]1[n:7][cH:8][c:9]2[cH:10][cH:11][cH:12][cH:13][c:14]2[cH:15]1.[O:36]1[CH2:37][CH2:38][CH2:39][CH2:40]1.[OH2:35].[c:16]1([P:17]([c:18]2[cH:19][cH:20][cH:21][cH:22][cH:23]2)[c:24]2[cH:25][cH:26][cH:27][cH:28][cH:29]2)[cH:30][cH:31][cH:32][cH:33][cH:34]1>>[NH2:1][CH2:4][CH2:5][c:6]1[n:7][cH:8][c:9]2[cH:10][cH:11][cH:12][cH:13][c:14]2[cH:15]1. Reactants: Cl.COC=1C=C(C=CC1OC)C=1C(C(N(N1)C1CCNCC1)=O)(C)C (5-(3,4-dimethoxyphenyl)-4,4-dimethyl-2-(piperidin-4-yl)-2,4-dihydro-3H-pyrazol-3-one hydrochloride), Cl.COC=1C=C(C=CC1OC)C=1C(C(N(N1)C1CCNCC1)=O)(C)C (5-(3,4-dimethoxyphenyl)-4,4-dimethyl-2-(piperidin-4-yl)-2,4-dihydro-3H-pyrazol-3-one hydrochloride), N1=C(C=NC2=CC=CC=C12)C(=O)O (quinoxaline-2-carboxylic acid). Yields the product COC=1C=C(C=CC1OC)C=1C(C(N(N1)C1CCN(CC1)C(=O)C1=NC2=CC=CC=C2N=C1)=O)(C)C (5-(3,4-Dimethoxyphenyl)-4,4-dimethyl-2-[1-(quinoxalin-2-ylcarbonyl)piperidin-4-yl]-2,4-dihydro-3H-pyrazol-3-one). RXN SMILES: Cl.[CH3:2][O:3][C:4]1[CH:5]=[C:6]([C:12]2[C:13]([CH3:25])([CH3:24])[C:14](=[O:23])[N:15]([CH:17]3[CH2:22][CH2:21][NH:20][CH2:19][CH2:18]3)[N:16]=2)[CH:7]=[CH:8][C:9]=1[O:10][CH3:11].[N:26]1[C:35]2[C:30](=[CH:31][CH:32]=[CH:33][CH:34]=2)[N:29]=[CH:28][C:27]=1[C:36](O)=[O:37]>>[CH3:2][O:3][C:4]1[CH:5]=[C:6]([C:12]2[C:13]([CH3:25])([CH3:24])[C:14](=[O:23])[N:15]([CH:17]3[CH2:22][CH2:21][N:20]([C:36]([C:27]4[CH:28]=[N:29][C:30]5[C:35](=[CH:34][CH:33]=[CH:32][CH:31]=5)[N:26]=4)=[O:37])[CH2:19][CH2:18]3)[N:16]=2)[CH:7]=[CH:8][C:9]=1[O:10][CH3:11] |f:0.1|. Procedure: The title compound is prepared analogously as described for GP2-WU2 using 5-(3,4-dimethoxyphenyl)-4,4-dimethyl-2-(piperidin-4-yl)-2,4-dihydro-3H-pyrazol-3-one (compound B1) and quinoxaline-2-carboxylic acid as starting compounds. The crude product is purified by chromatography (amino phase silica gel and DCM) to yield the title compound.